Dataset: the Open Reaction Database (ORD), a public repository of structured organic reaction records. Task: describe an organic reaction: reactants, conditions, products, and yield Starting materials: C(C)(C)C1=CC=C2C=CC=NC2=C1N (7-isopropylquinolin-8-amine), C(C)(C)C1=CC=C2C=CC=NC2=C1N (7-isopropylquinolin-8-amine), C1(=CC=CC=C1)S(=O)(=O)Cl (bezenesulfonyl chloride). The reagents and catalysts are CN(C)C=1C=CN=CC1 (DMAP). Product: C(C)(C)C1=CC=C2C=CC=NC2=C1NS(=O)(=O)C1=CC=CC=C1 (N-(7-Isopropyl-quinolin-8-yl)-benzenesulfonamide). The yield is 39.7%. RXN SMILES: [CH:1]([C:4]1[C:13]([NH2:14])=[C:12]2[C:7]([CH:8]=[CH:9][CH:10]=[N:11]2)=[CH:6][CH:5]=1)([CH3:3])[CH3:2].[C:15]1([S:21](Cl)(=[O:23])=[O:22])[CH:20]=[CH:19][CH:18]=[CH:17][CH:16]=1>CN(C1C=CN=CC=1)C>[CH:1]([C:4]1[C:13]([NH:14][S:21]([C:15]2[CH:20]=[CH:19][CH:18]=[CH:17][CH:16]=2)(=[O:23])=[O:22])=[C:12]2[C:7]([CH:8]=[CH:9][CH:10]=[N:11]2)=[CH:6][CH:5]=1)([CH3:3])[CH3:2]. Procedure details: In a similar fashion using route 14 general procedure 27, 7-isopropylquinolin-8-amine (Intermediate 62) (150 mg, 0.81 mmol), bezenesulfonyl chloride (170 mg, 1.0 mmol) and DMAP (cat.) gave the title compound (105 mg, 40%) after purification by column chromatography with n-hexane/EtOAc (17:3-4:1) gradient elution. The reactants are CO, C=[N+]=[N-], Cc1ccc([N+](=O)[O-])c(C(O)=S)c1. Product: COC(=S)c1cc(C)ccc1[N+](=O)[O-]. RXN SMILES: [CH3:17][OH:18].[N+:14](=[N-:15])=[CH2:16].[N+:1](=[O:2])([O-:3])[c:4]1[c:5]([C:6](=[S:7])[OH:8])[cH:9][c:10]([CH3:13])[cH:11][cH:12]1>>[N+:1](=[O:2])([O-:3])[c:4]1[c:5]([C:6](=[S:7])[O:8][CH3:16])[cH:9][c:10]([CH3:13])[cH:11][cH:12]1. Starting materials: Cl (hydrochloric acid), CC1=C(N=C(O1)C1=CC=CC=C1)COC1=C(CO\N=C(/CCC(=O)OC)\C2=CC=CC=C2)C=CC=C1 (methyl E-4-[2-(5-methyl-2-phenyl-4-oxazolylmethoxy)benzyloxyimino]-4-phenylbutyrate), CO (methanol), [OH-].[Na+] (sodium hydroxide). Solvent: O (water), O1CCCC1 (tetrahydrofuran). Conditions: time 2 hour. The product is CC1=C(N=C(O1)C1=CC=CC=C1)COC1=C(CO\N=C(/CCC(=O)O)\C2=CC=CC=C2)C=CC=C1 (E-4-[2-(5-methyl-2-phenyl-4-oxazolylmethoxy)benzyloxyimino]-4-phenylbutyric acid). The yield is 91.4%. RXN SMILES: [CH3:1][C:2]1[O:6][C:5]([C:7]2[CH:12]=[CH:11][CH:10]=[CH:9][CH:8]=2)=[N:4][C:3]=1[CH2:13][O:14][C:15]1[CH:36]=[CH:35][CH:34]=[CH:33][C:16]=1[CH2:17][O:18]/[N:19]=[C:20](/[C:27]1[CH:32]=[CH:31][CH:30]=[CH:29][CH:28]=1)\[CH2:21][CH2:22][C:23]([O:25]C)=[O:24].CO.[OH-].[Na+].Cl>O.O1CCCC1>[CH3:1][C:2]1[O:6][C:5]([C:7]2[CH:8]=[CH:9][CH:10]=[CH:11][CH:12]=2)=[N:4][C:3]=1[CH2:13][O:14][C:15]1[CH:36]=[CH:35][CH:34]=[CH:33][C:16]=1[CH2:17][O:18]/[N:19]=[C:20](/[C:27]1[CH:28]=[CH:29][CH:30]=[CH:31][CH:32]=1)\[CH2:21][CH2:22][C:23]([OH:25])=[O:24] |f:2.3|. Procedure details: A mixture of methyl E-4-[2-(5-methyl-2-phenyl-4-oxazolylmethoxy)benzyloxyimino]-4-phenylbutyrate (1.60 g), methanol (5 ml), tetrahydrofuran (10 ml) and 1N aqueous sodium hydroxide (5 ml) was stirred at room temperature for 2 hours. The reaction mixture was poured into water, acidified with 2N hydrochloric acid, and extracted with ethyl acetate. The extract was washed with water, dried (MgSO4), and concentrated to give E-4-[2-(5-methyl-2-phenyl-4-oxazolylmethoxy)benzyloxyimino]-4-phenylbutyric ac... Reactants: O (Water), CN(CCO)C (2-dimethylaminoethanol), [H-].[Na+] (sodium hydride), FC=1C(=C(C2=C(C(C=C(O2)C2=CC(=C(C=C2)NC(C(C)(C)C)=O)F)=O)C1NC(C(C)(C)C)=O)F)COS(=O)(=O)C (6,8-difluoro-2-(3-fluoro-4-pivaloylaminophenyl)-7-methanesulfonyloxymethyl-5-pivaloylamino-4H-1-benzopyran-4-one). Run in CN(C=O)C (dimethylformamide). Run at time 80 minute. Yields the product CN(CCOCC1=C(C2=C(C(C=C(O2)C2=CC(=C(C=C2)NC(C(C)(C)C)=O)F)=O)C(=C1F)NC(C(C)(C)C)=O)F)C (7-(2-dimethylaminoethoxymethyl)-6,8-difluoro-2-(3-fluoro-4-pivaloylaminophenyl)-5-pivaloylamino-4H-1-benzopyran-4-one). The yield is 60.5%. Reaction SMILES: [F:1][C:2]1[C:3]([CH2:35]OS(C)(=O)=O)=[C:4]([F:34])[C:5]2[O:10][C:9]([C:11]3[CH:16]=[CH:15][C:14]([NH:17][C:18](=[O:23])[C:19]([CH3:22])([CH3:21])[CH3:20])=[C:13]([F:24])[CH:12]=3)=[CH:8][C:7](=[O:25])[C:6]=2[C:26]=1[NH:27][C:28](=[O:33])[C:29]([CH3:32])([CH3:31])[CH3:30].[CH3:41][N:42]([CH3:46])[CH2:43][CH2:44][OH:45].[H-].[Na+].O>CN(C)C=O>[CH3:41][N:42]([CH3:46])[CH2:43][CH2:44][O:45][CH2:35][C:3]1[C:2]([F:1])=[C:26]([NH:27][C:28](=[O:33])[C:29]([CH3:32])([CH3:31])[CH3:30])[C:6]2[C:7](=[O:25])[CH:8]=[C:9]([C:11]3[CH:16]=[CH:15][C:14]([NH:17][C:18](=[O:23])[C:19]([CH3:22])([CH3:20])[CH3:21])=[C:13]([F:24])[CH:12]=3)[O:10][C:5]=2[C:4]=1[F:34] |f:2.3|. Procedure: 800 mg (1.37 mmol) of 6,8-difluoro-2-(3-fluoro-4-pivaloylaminophenyl)-7-methanesulfonyloxymethyl-5-pivaloylamino-4H-1-benzopyran-4-one obtained in EXAMPLE 120 (1) was dissolved in 20 mL of dimethylformamide at 0° C., 0.28 mL (2.75 mmol) of 2-dimethylaminoethanol and 220 mg (5.20 mmol) of sodium hydride (60% oil dispersion) were added, and the mixture was stirred at room temperature for 80 minutes. Water was added to the reaction solution and the mixture was extracted with ethyl acetate. The orga...